From a dataset of the Open Reaction Database (ORD), a public repository of structured organic reaction records. describe an organic reaction: reactants, conditions, products, and yield Reported procedure: Add a hot solution of 3-phenyl-3-(2-hydroxyethyl)pyrrolidine (5.0 g, 20.2 mmol) in ethanol (100 mL) to a refluxing solution of (R,R)-di-p-anisoyltartaric acid (8.46 g, 20.2 mmol), containing a small amount of acetone) in ethanol (200 mL). After the addition is complete, slowly cool to ambient temperature to give a solid. Collect the solid by filtration and recrystallize the solid three times from ethanol to give (−)-3-phenyl-3-(2-hydroxyethyl)pyrrolidine (R,R)-di-p-anisoyltartaric acid salt: mp;... The reactants are C1(=CC=CC=C1)C1(CNCC1)CCO (3-phenyl-3-(2-hydroxyethyl)pyrrolidine), C(C1=CC=C(C=C1)OC)(=O)[C@@]([C@@](C(=O)O)(O)C(C1=CC=C(C=C1)OC)=O)(O)C(=O)O ((R,R)-di-p-anisoyltartaric acid), CC(=O)C (acetone). Run in C(C)O (ethanol), C(C)O (ethanol). As a reaction SMILES: [C:1]1([C:7]2([CH2:12][CH2:13][OH:14])[CH2:11][CH2:10][NH:9][CH2:8]2)[CH:6]=[CH:5][CH:4]=[CH:3][CH:2]=1.[C:15]([C@:25]([C:42]([OH:44])=[O:43])([OH:41])[C@:26]([C:31](=[O:40])[C:32]1[CH:37]=[CH:36][C:35]([O:38][CH3:39])=[CH:34][CH:33]=1)([OH:30])[C:27]([OH:29])=[O:28])(=[O:24])[C:16]1[CH:21]=[CH:20][C:19]([O:22][CH3:23])=[CH:18][CH:17]=1.CC(C)=O>C(O)C>[C:31]([C@:26]([C:27]([OH:29])=[O:28])([OH:30])[C@:25]([C:15](=[O:24])[C:16]1[CH:21]=[CH:20][C:19]([O:22][CH3:23])=[CH:18][CH:17]=1)([OH:41])[C:42]([OH:44])=[O:43])(=[O:40])[C:32]1[CH:37]=[CH:36][C:35]([O:38][CH3:39])=[CH:34][CH:33]=1.[C:1]1([C:7]2([CH2:12][CH2:13][OH:14])[CH2:11][CH2:10][NH:9][CH2:8]2)[CH:2]=[CH:3][CH:4]=[CH:5][CH:6]=1 |f:4.5|. Product: C(C1=CC=C(C=C1)OC)(=O)[C@@]([C@@](C(=O)O)(O)C(C1=CC=C(C=C1)OC)=O)(O)C(=O)O.C1(=CC=CC=C1)C1(CNCC1)CCO ((−)-3-phenyl-3-(2-hydroxyethyl)pyrrolidine (R,R)-di-p-anisoyltartaric acid salt). The reactants are BrC1=NC(=CC=C1)CN1CCCCC1 (2-bromo-6-(piperidylmethyl)pyridine), Cu, [NH4+].[OH-] (NH4OH). The solvent is O (H2O). Reaction conditions: temperature 95 celsius. The product is NC1=NC(=CC=C1)CN1CCCCC1 (2-Amino-6-(piperidin-1-ylmethyl)pyridine). Reaction SMILES: Br[C:2]1[CH:7]=[CH:6][CH:5]=[C:4]([CH2:8][N:9]2[CH2:14][CH2:13][CH2:12][CH2:11][CH2:10]2)[N:3]=1.[NH4+:15].[OH-]>O>[NH2:15][C:2]1[CH:7]=[CH:6][CH:5]=[C:4]([CH2:8][N:9]2[CH2:14][CH2:13][CH2:12][CH2:11][CH2:10]2)[N:3]=1 |f:1.2|. Reported procedure: To a solution of 2-bromo-6-(piperidylmethyl)pyridine (5.21 g, 20 mmol) in IpOH (30 mL) in a sealed tube at RT, a catalytic amount of Cu (100 mg) and 28–30% NH4OH (35 mL) were added. The stirred suspension was heated to 95° C. for 40 h. After cooling to RT, the reaction mixture was diluted with H2O (100 mL) and extracted with EtOAc (4×80 mL). The organic layers were combined, then washed with H2O (50 mL) followed by brine (50 mL). The organic layer was separated, dried over Na2SO4, filtered and c...